From a dataset of the Open Reaction Database (ORD), a public repository of structured organic reaction records. describe an organic reaction: reactants, conditions, products, and yield Reactants: C(=O)C1=CC=C(OC(C(=O)OCC)C)C=C1 (ethyl 2-(4-formylphenoxy)propionate), ClC1=CC=C(N)C=C1 (4-chloroaniline). Solvent: C1=CC=CC=C1 (benzene). Reaction conditions: time 6 hour. Yields the product ClC1=CC=C(C=C1)N=CC1=CC=C(OC(C(=O)OCC)C)C=C1 (ethyl 2-[4-{N-(4-chlorophenyl)formimidoyl}phenoxy]propionate). The yield is 94.8%. As a reaction SMILES: [CH:1]([C:3]1[CH:16]=[CH:15][C:6]([O:7][CH:8]([CH3:14])[C:9]([O:11][CH2:12][CH3:13])=[O:10])=[CH:5][CH:4]=1)=O.[Cl:17][C:18]1[CH:24]=[CH:23][C:21]([NH2:22])=[CH:20][CH:19]=1>C1C=CC=CC=1>[Cl:17][C:18]1[CH:24]=[CH:23][C:21]([N:22]=[CH:1][C:3]2[CH:16]=[CH:15][C:6]([O:7][CH:8]([CH3:14])[C:9]([O:11][CH2:12][CH3:13])=[O:10])=[CH:5][CH:4]=2)=[CH:20][CH:19]=1. Reported procedure: (a) In 100 ml of dried benzene are dissolved 17.0 g of ethyl 2-(4-formylphenoxy)propionate and 9.73 g of 4-chloroaniline, and the mixture is refluxed under heating and with stirring for 6 hours. Concentration of the reaction mixture gives 24.0 g of ethyl 2-[4-{N-(4-chlorophenyl)formimidoyl}phenoxy]propionate as an oily product. Reaction SMILES: [Cl:1][c:2]1[c:3](-[c:9]2[n:10][c:11]([CH2:30][CH3:31])[c:12]([NH:17][CH:18]3[CH:19]([O:27][CH2:28][CH3:29])[CH2:20][c:21]4[cH:22][cH:23][cH:24][cH:25][c:26]43)[n:13][c:14]2[CH2:15][CH3:16])[cH:4][cH:5][c:6]([Cl:8])[cH:7]1.[Cl:32][c:33]1[cH:34][c:35]([Cl:36])[cH:37][cH:38][c:39]1-[c:40]1[n:41][c:42]([CH2:43][CH3:44])[c:45]([NH:46][CH:47]2[c:48]3[c:49]([cH:50][cH:51][cH:52][cH:53]3)[CH2:54][CH:55]2[OH:56])[n:57][c:58]1[CH2:59][CH3:60].[I:61][CH3:62]>>[Cl:1][c:2]1[c:3](-[c:9]2[n:10][c:11]([CH2:30][CH3:31])[c:12]([NH:17][CH:18]3[CH:19]([O:27][CH3:28])[CH2:20][c:21]4[cH:22][cH:23][cH:24][cH:25][c:26]43)[n:13][c:14]2[CH2:15][CH3:16])[cH:4][cH:5][c:6]([Cl:8])[cH:7]1. The reactants are CCOC1Cc2ccccc2C1Nc1nc(CC)c(-c2ccc(Cl)cc2Cl)nc1CC, CCc1nc(-c2ccc(Cl)cc2Cl)c(CC)nc1NC1c2ccccc2CC1O, CI. Product: CCc1nc(-c2ccc(Cl)cc2Cl)c(CC)nc1NC1c2ccccc2CC1OC. The reactants are C(C)(C)N(C(C)C)CC (N,N-diisopropylethylamine), BrCC#N (bromoacetonitrile), C(C)(C)(C)OC(=O)N[C@H](C(=O)O)CCCCNC([C@H](CSSC(C)(C)C)NC(=O)OC(C)(C)C)=O ((S)-2-((tert-butoxycarbonyl)amino)-6-((R)-2-((tert-butoxycarbonyl)amino)-3-(tert-butyldisulfanyl)propanamido)hexanoic acid), C(C)(C)(C)OC(=O)N[C@H](C(=O)O)CCCCNC([C@H](CSSC(C)(C)C)NC(=O)OC(C)(C)C)=O ((S)-2-((tert-butoxycarbonyl)amino)-6-((R)-2-((tert-butoxycarbonyl)amino)-3-(tert-butyldisulfanyl)propanamido)hexanoic acid). Run in C(C)#N (acetonitrile). Reaction conditions: time 5 hour. Yields the product C(C)(C)(C)OC(=O)N[C@H](C(=O)OCC#N)CCCCNC([C@H](CSSC(C)(C)C)NC(=O)OC(C)(C)C)=O ((S)-cyanomethyl 2-((tert-butoxycarbonyl)amino)-6-((R)-2-((tert-butoxycarbonyl)amino)-3-(tert-butyldisulfanyl)propanamido)hexanoate). Yield: 78.0%. RXN SMILES: [CH:1]([N:4](CC)C(C)C)(C)[CH3:2].BrCC#N.[C:14]([O:18][C:19]([NH:21][C@@H:22]([CH2:26][CH2:27][CH2:28][CH2:29][NH:30][C:31](=[O:48])[C@@H:32]([NH:40][C:41]([O:43][C:44]([CH3:47])([CH3:46])[CH3:45])=[O:42])[CH2:33][S:34][S:35][C:36]([CH3:39])([CH3:38])[CH3:37])[C:23]([OH:25])=[O:24])=[O:20])([CH3:17])([CH3:16])[CH3:15]>C(#N)C>[C:14]([O:18][C:19]([NH:21][C@@H:22]([CH2:26][CH2:27][CH2:28][CH2:29][NH:30][C:31](=[O:48])[C@@H:32]([NH:40][C:41]([O:43][C:44]([CH3:47])([CH3:46])[CH3:45])=[O:42])[CH2:33][S:34][S:35][C:36]([CH3:38])([CH3:39])[CH3:37])[C:23]([O:25][CH2:2][C:1]#[N:4])=[O:24])=[O:20])([CH3:15])([CH3:16])[CH3:17]. Reported procedure: N,N-diisopropylethylamine (0.073 mL, 0.421 mmol) and subsequently bromoacetonitrile (0.080 mL, 1.15 mmol) were added to a solution of (S)-2-((tert-butoxycarbonyl)amino)-6-((R)-2-((tert-butoxycarbonyl)amino)-3-(tert-butyldisulfanyl)propanamido)hexanoic acid (Compound 52) (206 mg, 0.383 mmol) in acetonitrile (0.3 mL) at room temperature under a nitrogen atmosphere. The reaction mixture was stirred at the same temperature for 5 hours and then concentrated under reduced pressure, and the resulting c... Reaction SMILES: [CH3:23][C:24](=[O:25])[OH:26].[Cl:1][c:2]1[c:3]([Cl:4])[c:5]([Cl:6])[c:7]2[c:13]([c:14]1[Cl:15])[C:11](=[O:12])[O:10][C:8]2=[O:9].[NH2:16][c:17]1[cH:18][cH:19][cH:20][cH:21][cH:22]1>>[Cl:1][c:2]1[c:3]([Cl:4])[c:5]([Cl:6])[c:7]2[c:13]([c:14]1[Cl:15])[C:11](=[O:12])[N:16]([c:17]1[cH:18][cH:19][cH:20][cH:21][cH:22]1)[C:8]2=[O:10]. Product: O=C1c2c(Cl)c(Cl)c(Cl)c(Cl)c2C(=O)N1c1ccccc1. The reactants are CC(=O)O, O=C1OC(=O)c2c(Cl)c(Cl)c(Cl)c(Cl)c21, Nc1ccccc1. Reactants: C(C)(C)O (isopropyl alcohol), COC1=CC=C(C=C1)N1C(=CC=2CCCCC12)C1=CC=CC=C1 (1-(4-methoxyphenyl)-2-phenyl-4,5,6,7-tetrahydroindole). The reagents and catalysts are [Pd] (palladium-on-charcoal). Product: C1(=CC(=CC(=C1)C)C)C (mesitylene). RXN SMILES: COC1C=CC(N2C3CCCC[C:12]=3[CH:11]=[C:10]2[C:18]2[CH:23]=CC=C[CH:19]=2)=CC=1.[CH:24](O)([CH3:26])[CH3:25]>[Pd]>[C:24]1([CH3:26])[CH:19]=[C:18]([CH3:23])[CH:10]=[C:11]([CH3:12])[CH:25]=1. Procedure: Following a procedure similar to that of Example 1D but using 63 g. of 1-(4-methoxyphenyl)-2-phenyl-4,5,6,7-tetrahydroindole and 18 g. of 10% palladium-on-charcoal in 600 ml. mesitylene (18 hours reflux) there was obtained, on recrystallization first from isopropyl alcohol and then from tetrahydrofuran-hexane, 58.5 g. of 1-(4-methoxyphenyl)-2-phenylindole; m.p. 141°-142°C. Reactants: BrC1=C(C=CC=C1)CC(=O)OCC (ethyl 2-(2-bromophenyl)acetate), C(C=C)(=O)OC(C)(C)C (t-butyl acrylate), C1(CCCCC1)C(C1CCCCC1)N (dicyclohexylmethylamine), C(C)(C)(C)P(C(C)(C)C)C(C)(C)C (tri-tert-butylphosphine). Reagents/catalysts: C=1C=CC(=CC1)/C=C/C(=O)/C=C/C2=CC=CC=C2.C=1C=CC(=CC1)/C=C/C(=O)/C=C/C2=CC=CC=C2.C=1C=CC(=CC1)/C=C/C(=O)/C=C/C2=CC=CC=C2.[Pd].[Pd] (tris(dibenzylideneacetone)dipalladium(0)). Run in O1CCOCC1 (dioxane), C(C)(=O)OCC (Ethyl acetate). Conditions: temperature 70 celsius. Product: C(C)OC(CC1=C(C=CC=C1)/C=C/C(=O)OC(C)(C)C)=O ((E)-tert-Butyl 3-(2-(2-ethoxy-2-oxoethyl)phenyl)acrylate). RXN SMILES: Br[C:2]1[CH:7]=[CH:6][CH:5]=[CH:4][C:3]=1[CH2:8][C:9]([O:11][CH2:12][CH3:13])=[O:10].[C:14]([O:18][C:19]([CH3:22])([CH3:21])[CH3:20])(=[O:17])[CH:15]=[CH2:16].C1(C(N)C2CCCCC2)CCCCC1.C(P(C(C)(C)C)C(C)(C)C)(C)(C)C>O1CCOCC1.C1C=CC(/C=C/C(/C=C/C2C=CC=CC=2)=O)=CC=1.C1C=CC(/C=C/C(/C=C/C2C=CC=CC=2)=O)=CC=1.C1C=CC(/C=C/C(/C=C/C2C=CC=CC=2)=O)=CC=1.[Pd].[Pd].C(OCC)(=O)C>[CH2:12]([O:11][C:9](=[O:10])[CH2:8][C:3]1[CH:4]=[CH:5][CH:6]=[CH:7][C:2]=1/[CH:16]=[CH:15]/[C:14]([O:18][C:19]([CH3:22])([CH3:21])[CH3:20])=[O:17])[CH3:13] |f:5.6.7.8.9|. Procedure: To a mixture of ethyl 2-(2-bromophenyl)acetate (0.97 g, 4 mmol), t-butyl acrylate (0.51 g, 4 mmol), tris(dibenzylideneacetone)dipalladium(0) (91 mg, 0.1 mmol), dicyclohexylmethylamine (0.98 g, 5 mmol) in dioxane (5 mL) was added tri-tert-butylphosphine (0.2 mL, 1 N in toluene, 0.2 mmol). The mixture was heated at 70° C. for 30 minutes under N2. Ethyl acetate was added, and the mixture was filtered through diatomaceous earth. The filtrate was concentrated and purified by silica gel column chromat...